The task is: describe an organic reaction: reactants, conditions, products, and yield. This data is from the Open Reaction Database (ORD), a public repository of structured organic reaction records. Reactants: C(#N)C1=CC=C(C(=O)OCCCC2OCCO2)C=C1 (3-(1,3-dioxolan-2-yl)propyl 4-cyanobenzoate), NO (hydroxylamine). Reported procedure: To a solution of 3-(1,3-dioxolan-2-yl)propyl 4-cyanobenzoate (1.00 g, 4.38 mmol) in ethanol (5 mL), was added hydroxylamine (50% aqueous solution, 5 mL), and the mixture heated at 80° C. for 4 hours. The reaction was diluted with saturated brine and extracted with ethyl acetate (×3). The combined organic fractions were dried with magnesium sulphate, and the solvent evaporated at reduced pressure. The material was used directly in the next step without further purification. The solvent is [Cl-].[Na+].O (brine), C(C)O (ethanol). Conditions: temperature 80 celsius. Yields the product ON=C(N)C1=CC=C(C(=O)OCCCC2OCCO2)C=C1 (3-(1,3-Dioxolan-2-yl)propyl 4-(N′-hydroxycarbamimidoyl)benzoate). As a reaction SMILES: [C:1]([C:3]1[CH:19]=[CH:18][C:6]([C:7]([O:9][CH2:10][CH2:11][CH2:12][CH:13]2[O:17][CH2:16][CH2:15][O:14]2)=[O:8])=[CH:5][CH:4]=1)#[N:2].[NH2:20][OH:21]>C(O)C.[Cl-].[Na+].O>[OH:21][N:20]=[C:1]([C:3]1[CH:4]=[CH:5][C:6]([C:7]([O:9][CH2:10][CH2:11][CH2:12][CH:13]2[O:14][CH2:15][CH2:16][O:17]2)=[O:8])=[CH:18][CH:19]=1)[NH2:2] |f:3.4.5|. The reactants are CC1(C(NC2=CC=CC=C12)=O)C (3,3-dimethyl-1,3-dihydro-indol-2-one), [Cl-].[Cl-].[Cl-].[Al+3] (aluminium trichloride), ClCCC(=O)Cl (chloropropionyl chloride). The solvent is C(=S)=S (carbon disulphide). Run at time 20 minute. Product: ClCCC(=O)C=1C=C2C(C(NC2=CC1)=O)(C)C (5-(3-Chloropropionyl)-3,3-dimethyl-1,3-dihydro-indol-2-one). Isolated yield 98.6%. Reaction SMILES: [Cl:1][CH2:2][CH2:3][C:4](Cl)=[O:5].[CH3:7][C:8]1([CH3:18])[C:16]2[C:11](=[CH:12][CH:13]=[CH:14][CH:15]=2)[NH:10][C:9]1=[O:17].[Cl-].[Cl-].[Cl-].[Al+3]>C(=S)=S>[Cl:1][CH2:2][CH2:3][C:4]([C:14]1[CH:15]=[C:16]2[C:11](=[CH:12][CH:13]=1)[NH:10][C:9](=[O:17])[C:8]2([CH3:18])[CH3:7])=[O:5] |f:2.3.4.5|. Procedure details: Under nitrogen atmosphere, add chloropropionyl chloride (1.54 mL, 16.13 mmol) to a mixture of 3,3-dimethyl-1,3-dihydro-indol-2-one (2.0 g, 12.41 mmol) and aluminium trichloride (10.26 g, 76.92 mmol) in carbon disulphide (70 mL). Heat under reflux for 3 h then allow to cool. Decant off the solvent and replace it carefully with ice/water (200 mL). Allow the resultant suspension to stir for 20 min before filtering off the product and washing with water (80 mL). Dry in vacuo to obtain the desired in... Starting materials: [OH-].[K+] (KOH), ClC1=CC=C(CN2C(=CC3=CC=CC(=C23)C)C(=O)OCC)C=C1 (ethyl 1-(4-chlorobenzyl)-7-methyl-1H-indole-2-carboxylate), Cl (HCl). The solvent is CCO (EtOH). Run at temperature 70 celsius, time 4 hour. Yields the product ClC1=CC=C(CN2C(=CC3=CC=CC(=C23)C)C(=O)O)C=C1 (1-(4-chlorobenzyl)-7-methyl-1H-indole-2-carboxylic acid). RXN SMILES: [Cl:1][C:2]1[CH:23]=[CH:22][C:5]([CH2:6][N:7]2[C:15]3[C:10](=[CH:11][CH:12]=[CH:13][C:14]=3[CH3:16])[CH:9]=[C:8]2[C:17]([O:19]CC)=[O:18])=[CH:4][CH:3]=1.[OH-].[K+].Cl>CCO>[Cl:1][C:2]1[CH:23]=[CH:22][C:5]([CH2:6][N:7]2[C:15]3[C:10](=[CH:11][CH:12]=[CH:13][C:14]=3[CH3:16])[CH:9]=[C:8]2[C:17]([OH:19])=[O:18])=[CH:4][CH:3]=1 |f:1.2|. Reported procedure: ethyl 1-(4-chlorobenzyl)-7-methyl-1H-indole-2-carboxylate (212 mg, 0.647 mmol) was dissolved in EtOH (10 mL) and 10% aq. KOH (10 mL) was added. The reaction stirred for 4 h at 70° C., after which time as much solvent was stripped off as possible. The mostly aqueous mixture was cooled in an ice bath and acidified with concentrate HCl to obtain a precipitate that was collected over a filter and washed with 1M HCl and water. The title compound was not purified or characterized further. (Yield: 182 ...